Dataset: the Open Reaction Database (ORD), a public repository of structured organic reaction records. Task: describe an organic reaction: reactants, conditions, products, and yield Starting materials: O=C([O-])[O-], CCOC(C)=O, C=CCBr, CC1(C)CC(c2ccccc2N2CCNCC2)CC(C)(C)C1, CN(C)C=O, ClCCl, [K+], [K+], [Na+], O=C([O-])O. The product is C=CCN1CCN(c2ccccc2C2CC(C)(C)CC(C)(C)C2)CC1. Reaction SMILES: [C:27](=[O:28])([O-:29])[O-:30].[C:41]([O:42][CH2:43][CH3:44])(=[O:45])[CH3:46].[CH2:23]([CH:24]=[CH2:25])[Br:26].[CH3:1][C:2]1([CH3:22])[CH2:3][CH:4]([c:10]2[c:11]([N:16]3[CH2:17][CH2:18][NH:19][CH2:20][CH2:21]3)[cH:12][cH:13][cH:14][cH:15]2)[CH2:5][C:6]([CH3:8])([CH3:9])[CH2:7]1.[CH3:47][N:48]([CH3:49])[CH:50]=[O:51].[Cl:38][CH2:39][Cl:40].[K+:31].[K+:32].[Na+:33].[OH:34][C:35](=[O:36])[O-:37]>>[CH3:1][C:2]1([CH3:22])[CH2:3][CH:4]([c:10]2[c:11]([N:16]3[CH2:17][CH2:18][N:19]([CH2:25][CH:24]=[CH2:23])[CH2:20][CH2:21]3)[cH:12][cH:13][cH:14][cH:15]2)[CH2:5][C:6]([CH3:8])([CH3:9])[CH2:7]1.